From a dataset of the Open Reaction Database (ORD), a public repository of structured organic reaction records. describe an organic reaction: reactants, conditions, products, and yield Starting materials: CC(C)(C)[O-], Cc1ccccc1, CCOC(=O)C(F)(F)F, CC(=O)c1ccc(OC(F)(F)F)cc1, [K+], O=S(=O)(O)O. The product is O=C(C=C(O)C(F)(F)F)c1ccc(OC(F)(F)F)cc1. Reaction SMILES: [CH3:1][C:2]([CH3:3])([O-:4])[CH3:5].[CH3:35][c:36]1[cH:37][cH:38][cH:39][cH:40][cH:41]1.[F:21][C:22]([C:23](=[O:24])[O:25][CH2:26][CH3:27])([F:28])[F:29].[F:7][C:8]([O:9][c:10]1[cH:11][cH:12][c:13]([C:16]([CH3:17])=[O:18])[cH:14][cH:15]1)([F:19])[F:20].[K+:6].[S:30](=[O:31])(=[O:32])([OH:33])[OH:34]>>[F:7][C:8]([O:9][c:10]1[cH:11][cH:12][c:13]([C:16]([CH:17]=[C:23]([C:22]([F:21])([F:28])[F:29])[OH:24])=[O:18])[cH:14][cH:15]1)([F:19])[F:20]. The reactants are COCCOCOC12CC3(CC(CC(C1)(C3)OCOCCOC)C2)C(=O)OCCCC (n-butyl 3,5-bis(2-methoxyethoxymethoxy)-1-adamantanecarboxylate), C[Mg]Br (methylmagnesium bromide), solvent 4, C1CCOC1 (THF), Cl (hydrochloric acid), [OH-].[Na+] (sodium hydroxide). Run at time 2 hour. Product: CC(O)(C12CC3(CC(CC(C1)C3)(C2)OCOCCOC)OCOCCOC)C (α,α-dimethyl-3,5-bis(2-methoxyethoxymethoxy)-1-adamantanemethanol). As a reaction SMILES: [CH3:1][O:2][CH2:3][CH2:4][O:5][CH2:6][O:7][C:8]12[CH2:24][CH:12]3[CH2:13][C:14]([O:17][CH2:18][O:19][CH2:20][CH2:21][O:22][CH3:23])([CH2:16][C:10](C(OCCCC)=O)([CH2:11]3)[CH2:9]1)[CH2:15]2.[CH3:32][Mg]Br.Cl.[OH-].[Na+].[CH2:38]1[CH2:42][O:41]CC1>>[CH3:32][C:42]([CH3:38])([C:10]12[CH2:16][C:14]3([O:17][CH2:18][O:19][CH2:20][CH2:21][O:22][CH3:23])[CH2:13][CH:12]([CH2:24][C:8]([O:7][CH2:6][O:5][CH2:4][CH2:3][O:2][CH3:1])([CH2:15]3)[CH2:9]1)[CH2:11]2)[OH:41] |f:3.4|. Procedure details: A solution of 100 mmole of the above-prepared n-butyl 3,5-bis(2-methoxyethoxymethoxy)-1-adamantanecarboxylate in 150 ml of THF was added dropwise to the above-prepared methylmagnesium bromide solution in such a rate that the solvent 4 was gently refluxed. The reflux operation was continued for further 2 hours after the completion of addition. The resulting reaction mixture was added dropwise to a 10% by weight hydrochloric acid cooled on ice, while stirring, and the mixture was stirred for furth... The reactants are O (water), CC(=O)C.OS(=O)(=O)O.O=[Cr](=O)=O (Jones' reagent), 2-(7-hydroxyhoptyl)-5-methyl-3-(3-oxo-1-octenyl)cyclopentanol, OCCCCCCCC1CC(C(C1O)C)C=CC(CCCCC)=O (5-(7-hydroxyheptyl)-2-methyl-3-(3-oxo-1-octenyl)cyclopentanol). Reagents/catalysts: [Cr] (chromium), reagent. The solvent is CC(=O)C (acetone). Conditions: time 1 hour. Yields the product CC1C(C(C(C1)C=CC(CCCCC)=O)CCCCCCC(=O)O)=O (7-[3-methyl-2-oxo-5-(3-oxo-1-octenyl)cyclopentyl]heptanoic acid). Yield: 19.0%. Reaction SMILES: C[C:2]([CH3:4])=[O:3].OS(O)(=O)=O.O=[Cr](=O)=O.OCCCCCC[CH2:21][CH:22]1[CH:26]([OH:27])[CH:25]([CH3:28])[CH:24]([CH:29]=[CH:30][C:31](=[O:37])[CH2:32][CH2:33][CH2:34][CH2:35][CH3:36])[CH2:23]1.[OH2:38]>CC(C)=O.[Cr]>[CH3:21][CH:22]1[CH2:23][CH:24]([CH:29]=[CH:30][C:31](=[O:37])[CH2:32][CH2:33][CH2:34][CH2:35][CH3:36])[CH:25]([CH2:28][CH2:21][CH2:22][CH2:23][CH2:24][CH2:4][C:2]([OH:38])=[O:3])[C:26]1=[O:27] |f:0.1.2|. Procedure: 8N Jones' reagent (11.6ml.) was added to a stirred solution of a mixture of 2-(7-hydroxyhoptyl)-5-methyl-3-(3-oxo-1-octenyl)cyclopentanol and 5-(7-hydroxyheptyl)-2-methyl-3-(3-oxo-1-octenyl)cyclopentanol (5.2 g., 0.0154 mole) in acetone (35 ml.) at 15°-25°C., at a rate such that the deep red coloration caused by the addition of one drop of reagent had changed to green before addition of the next drop. The reaction mixture was diluted with sufficient water to dissolve the precipitated chromium sa...